From a dataset of the Open Reaction Database (ORD), a public repository of structured organic reaction records. describe an organic reaction: reactants, conditions, products, and yield Starting materials: Cc1nc2sccn2c1C(=O)NCC1NCC2CC(C)CC21, COc1cccc(-c2sc(C)nc2C(=O)O)c1. The product is COc1cccc(-c2sc(C)nc2C(=O)N2CC3CC(C)CC3C2CNC(=O)c2c(C)nc3sccn23)c1. As a reaction SMILES: [CH3:1][CH:2]1[CH2:3][CH:4]2[CH2:5][NH:6][CH:7]([CH2:10][NH:11][C:12](=[O:13])[c:14]3[c:15]([CH3:22])[n:16][c:17]4[s:18][cH:19][cH:20][n:21]34)[CH:8]2[CH2:9]1.[CH3:23][O:24][c:25]1[cH:26][c:27](-[c:31]2[c:32]([C:37](=[O:38])[OH:39])[n:33][c:34]([CH3:36])[s:35]2)[cH:28][cH:29][cH:30]1>>[CH3:1][CH:2]1[CH2:3][CH:4]2[CH2:5][N:6]([C:37]([c:32]3[c:31](-[c:27]4[cH:26][c:25]([O:24][CH3:23])[cH:30][cH:29][cH:28]4)[s:35][c:34]([CH3:36])[n:33]3)=[O:38])[CH:7]([CH2:10][NH:11][C:12](=[O:13])[c:14]3[c:15]([CH3:22])[n:16][c:17]4[s:18][cH:19][cH:20][n:21]34)[CH:8]2[CH2:9]1. Reactants: C(C)(C)(C)C1=C(C=CC(=C1)C(C)(C)C)O (2,4-di-tert-butylphenol), C1N2CN3CN1CN(C2)C3 (hexamethylenetetramine), C(C)(=O)O (acetic acid). Product: C(C)(C)(C)C1=C(C(C=O)=CC(=C1)C(C)(C)C)O (3,5-di-tert-butylsalicylaldehyde). The yield is 60.0%. Reaction SMILES: [C:1]([C:5]1[CH:10]=[C:9]([C:11]([CH3:14])([CH3:13])[CH3:12])[CH:8]=[CH:7][C:6]=1[OH:15])([CH3:4])([CH3:3])[CH3:2].C1N2CN3CN(C2)CN1C3.[C:26](O)(=[O:28])C>>[C:1]([C:5]1[CH:10]=[C:9]([C:11]([CH3:14])([CH3:13])[CH3:12])[CH:8]=[C:7]([CH:26]=[O:28])[C:6]=1[OH:15])([CH3:4])([CH3:3])[CH3:2]. Reported procedure: It has now been found that reaction of 2,4-di-tert-butylphenol with hexamethylenetetramine in glacial acetic acid followed by quenching with water or aqueous acid, extraction with a water insoluble non-polar solvent and filtration through silica gel provides 3,5-di-tert-butylsalicylaldehyde in more than 60% yield and of a purity suitable for the production of chiral Mn-Salen catalysts. Alternatively, reaction of 2,4-di-tert-butylphenol with HMT in glacial acetic acid followed by quenching with a... The reactants are FC1=C(CN)C=CC(=C1)F (2,4-difluorobenzylamine), COC1OC(CC1)OC (2,5-dimethoxytetrahydrofuran). Yields the product FC1=C(C=CC(=C1)F)CN1C=CC=C1 (1-[(2,4-Difluorophenyl)methyl]-1H-pyrrole). As a reaction SMILES: [F:1][C:2]1[CH:9]=[C:8]([F:10])[CH:7]=[CH:6][C:3]=1[CH2:4][NH2:5].CO[CH:13]1[CH2:17][CH2:16][CH:15](OC)O1>>[F:1][C:2]1[CH:9]=[C:8]([F:10])[CH:7]=[CH:6][C:3]=1[CH2:4][N:5]1[CH:13]=[CH:17][CH:16]=[CH:15]1. Reported procedure: 8.6 g (0.060 mol) of 2,4-difluorobenzylamine are heated in an autoclave with 8 g (0.060 mol) of 2,5-dimethoxytetrahydrofuran for 2 hours at 250° C. The reaction mixture is cooled and then purified by vacuum distillation. 9.2 g (79% of theory) of a colourless oil which boils at 110°-114° C. at 16 mbar are obtained. Reactants: OC1=CC=C(C=C1)C1=CC=C2N1CCN=C2C (3,4-dihydro-6-(4-hydroxyphenyl)-1-methylpyrrolo[1,2-a]pyrazine), [OH-].[Na+] (sodium hydroxide), OC(CCOS(=O)(=O)C=1C(=CC=CC1)C)C (Toluenesulphonic acid 3-hydroxybutan-1-yl ester), C([O-])([O-])=O.[K+].[K+] (potassium carbonate), saturated solution, C(\C=C\C(=O)O)(=O)O (fumaric acid). Run in CC(CC)=O (2-butanone), C(C)O (ethanol), C(C)O (ethanol). Reaction conditions: time 20 hour. The product is C(\C=C\C(=O)O)(=O)O.CC=1C=2N(CCN1)C(=CC2)C2=CC=C(OCCC(C)O)C=C2 (4-[4-(3,4-dihydro-1-methylpyrrolo[1,2-a]pyrazin-6-yl)phenoxy]butan-2-ol fumarate). Isolated yield 90.0%. As a reaction SMILES: [OH:1][CH:2]([CH3:16])[CH2:3][CH2:4]OS(C1C(C)=CC=CC=1)(=O)=O.C(=O)([O-])[O-].[K+].[K+].[OH:23][C:24]1[CH:29]=[CH:28][C:27]([C:30]2[N:34]3[CH2:35][CH2:36][N:37]=[C:38]([CH3:39])[C:33]3=[CH:32][CH:31]=2)=[CH:26][CH:25]=1.[OH-].[Na+].[C:42]([OH:49])(=[O:48])/[CH:43]=[CH:44]/[C:45]([OH:47])=[O:46]>CC(=O)CC.C(O)C>[C:42]([OH:49])(=[O:48])/[CH:43]=[CH:44]/[C:45]([OH:47])=[O:46].[CH3:39][C:38]1[C:33]2[N:34]([C:30]([C:27]3[CH:26]=[CH:25][C:24]([O:23][CH2:4][CH2:3][CH:2]([OH:1])[CH3:16])=[CH:29][CH:28]=3)=[CH:31][CH:32]=2)[CH2:35][CH2:36][N:37]=1 |f:1.2.3,5.6,10.11|. Procedure: Toluenesulphonic acid 3-hydroxybutan-1-yl ester (1.8 g) and 1.8 g of potassium carbonate was added at room temperature while stirring and under argon to a solution of 1.5 g of 3,4-dihydro-6-(4-hydroxyphenyl)-1-methylpyrrolo[1,2-a]pyrazine in 20 ml of 2-butanone and the mixture was boiled for 20 hours. The cooled reaction mixture was treated with 100 ml of 2N sodium hydroxide solution and extracted three times with 200 ml of methylene chloride each time. The organic phases were washed twice with ... Starting materials: Cc1nc2ccccc2n1C1CCN(Cc2ccc(-c3nc(N)c([N+](=O)[O-])cc3-c3ccccc3)cc2)CC1, CCO, [H][H]. The product is Cc1nc2ccccc2n1C1CCN(Cc2ccc(-c3nc(N)c(N)cc3-c3ccccc3)cc2)CC1. As a reaction SMILES: [CH3:1][c:2]1[n:3][c:4]2[c:5]([n:6]1[CH:7]1[CH2:8][CH2:9][N:10]([CH2:13][c:14]3[cH:15][cH:16][c:17](-[c:20]4[c:21](-[c:30]5[cH:31][cH:32][cH:33][cH:34][cH:35]5)[cH:22][c:23]([N+:27]([O-:28])=[O:29])[c:24]([NH2:26])[n:25]4)[cH:18][cH:19]3)[CH2:11][CH2:12]1)[cH:36][cH:37][cH:38][cH:39]2.[CH3:42][CH2:43][OH:44].[H:40][H:41]>>[CH3:1][c:2]1[n:3][c:4]2[c:5]([n:6]1[CH:7]1[CH2:8][CH2:9][N:10]([CH2:13][c:14]3[cH:15][cH:16][c:17](-[c:20]4[c:21](-[c:30]5[cH:31][cH:32][cH:33][cH:34][cH:35]5)[cH:22][c:23]([NH2:27])[c:24]([NH2:26])[n:25]4)[cH:18][cH:19]3)[CH2:11][CH2:12]1)[cH:36][cH:37][cH:38][cH:39]2. Reaction conditions: time 3 day. Yields the product OC=1C=C(C=O)C=CC1OCCCCC (3-hydroxy-4-pentyloxy-benzaldehyde). Reaction SMILES: [OH:1][C:2]1[CH:3]=[C:4]([CH:7]=[CH:8][C:9]=1O)[CH:5]=[O:6].[C:11](=[O:14])([O-])[O-].[K+].[K+].[Cl-].[NH4+]>CC(C)=O>[OH:1][C:2]1[CH:3]=[C:4]([CH:7]=[CH:8][C:9]=1[O:14][CH2:11][CH2:3][CH2:2][CH2:9][CH3:8])[CH:5]=[O:6] |f:1.2.3,4.5|. Procedure: 3,4-Dihydroxybenzaldehyde (5 g., 36.2 mmol, 1 equiv.) is dissolved in 80 mL of acetone. n-Pentytbromide (4.49 mL, 36.2 mmol, 1 equiv.) is added, followed by anhydrous potassium carbonate (5 g., 36.2 mmol, 1 equiv.). The mixture is stirred at room temperature for 3 days, and then poured into half-saturated ammonium chloride solution. The mixture is extracted thrice with ether, and the extracts are washed with brine, dried (MgSO4), and evaporated. Chromatography on silica gel using EtOAc/hexane af... The solvent is CC(=O)C (acetone). Starting materials: C([O-])([O-])=O.[K+].[K+] (potassium carbonate), OC=1C=C(C=O)C=CC1O (3,4-Dihydroxybenzaldehyde), [Cl-].[NH4+] (ammonium chloride). The yield is 21.8%. The reactants are BrCc1ccc(-c2ccccc2)cc1, CCOCC, CS(=O)(=O)c1nc2cc(I)c(Cl)cc2[nH]1, [H-], [Na+], CN(C)C=O. Product: CS(=O)(=O)c1nc2cc(I)c(Cl)cc2n1Cc1ccc(-c2ccccc2)cc1. Reaction SMILES: [Br:18][CH2:19][c:20]1[cH:21][cH:22][c:23](-[c:26]2[cH:27][cH:28][cH:29][cH:30][cH:31]2)[cH:24][cH:25]1.[CH3:37][CH2:38][O:39][CH2:40][CH3:41].[Cl:1][c:2]1[c:3]([I:15])[cH:4][c:5]2[c:6]([nH:7][c:8]([S:10](=[O:11])(=[O:12])[CH3:13])[n:9]2)[cH:14]1.[H-:16].[Na+:17].[O:32]=[CH:33][N:34]([CH3:35])[CH3:36]>>[Cl:1][c:2]1[c:3]([I:15])[cH:4][c:5]2[c:6]([n:7]([CH2:19][c:20]3[cH:21][cH:22][c:23](-[c:26]4[cH:27][cH:28][cH:29][cH:30][cH:31]4)[cH:24][cH:25]3)[c:8]([S:10](=[O:11])(=[O:12])[CH3:13])[n:9]2)[cH:14]1. Reactants: IC=1C=C2CCC[C@H](C2=CC1)CN1CC(C1)O (1-((R)-6-Iodo-1,2,3,4-tetrahydro-naphthalen-1-ylmethyl)-azetidin-3-ol), C1(=CC=CC=C1)P(C1=CC=CC=2C(C3=CC=CC(=C3OC12)P(C1=CC=CC=C1)C1=CC=CC=C1)(C)C)C1=CC=CC=C1 (4,5-bis(diphenylphosphino)-9,9-dimethylxanthene), C(C)(C)N(CC)C(C)C (diisopropylethyl amine), FC=1C=C(C=CC1)S (3-fluoro-thiophenol). Reagents/catalysts: C=1C=CC(=CC1)/C=C/C(=O)/C=C/C2=CC=CC=C2.C=1C=CC(=CC1)/C=C/C(=O)/C=C/C2=CC=CC=C2.C=1C=CC(=CC1)/C=C/C(=O)/C=C/C2=CC=CC=C2.[Pd].[Pd] (tris(dibenzylideneacetone)-dipalladium(0)). The solvent is O1CCOCC1 (dioxane), CCOC(=O)C (EtOAc). Reaction conditions: time 45 minute. Yields the product [NH4+].[OH-] (NH4OH), FC=1C=C(C=CC1)SC=1C=C2CCC[C@H](C2=CC1)CN1CC(C1)O (1-[(R)-6-(3-fluoro-phenylsulfanyl)-1,2,3,4-tetrahydro-naphthalen-1-ylmethyl]-azetidin-3-ol). Isolated yield 93.2%. RXN SMILES: I[C:2]1[CH:3]=[C:4]2[C:9](=[CH:10][CH:11]=1)[C@H:8]([CH2:12][N:13]1[CH2:16][CH:15]([OH:17])[CH2:14]1)[CH2:7][CH2:6][CH2:5]2.C1(P(C2C=CC=CC=2)C2C3OC4C(=CC=CC=4P(C4C=CC=CC=4)C4C=CC=CC=4)C(C)(C)C=3C=CC=2)C=CC=CC=1.C(N(C(C)C)CC)(C)C.[F:69][C:70]1[CH:71]=[C:72]([SH:76])[CH:73]=[CH:74][CH:75]=1>O1CCOCC1.CCOC(C)=O.C1C=CC(/C=C/C(/C=C/C2C=CC=CC=2)=O)=CC=1.C1C=CC(/C=C/C(/C=C/C2C=CC=CC=2)=O)=CC=1.C1C=CC(/C=C/C(/C=C/C2C=CC=CC=2)=O)=CC=1.[Pd].[Pd]>[NH4+:13].[OH-:17].[F:69][C:70]1[CH:71]=[C:72]([S:76][C:2]2[CH:3]=[C:4]3[C:9](=[CH:10][CH:11]=2)[C@H:8]([CH2:12][N:13]2[CH2:16][CH:15]([OH:17])[CH2:14]2)[CH2:7][CH2:6][CH2:5]3)[CH:73]=[CH:74][CH:75]=1 |f:6.7.8.9.10,11.12|. Procedure details: In 5 mL dioxane under argon was mixed 1-((R)-6-Iodo-1,2,3,4-tetrahydro-naphthalen-1-ylmethyl)-azetidin-3-ol (0.172 g, 0.5 mmol), tris(dibenzylideneacetone)-dipalladium(0) (0.023 g, 0.025 mmoles), 4,5-bis(diphenylphosphino)-9,9-dimethylxanthene (0.029 g, 0.05 mmol), diisopropylethyl amine (1 mmol) and 3-fluoro-thiophenol (0.13 g, 1.0 mmoles). The reaction mixture was stirred at 60° for 45 minutes, then was cooled and diluted with EtOAc. The organic layer was washed 1.5 M aqueous sodium carbonate,...